From a dataset of the Open Reaction Database (ORD), a public repository of structured organic reaction records. describe an organic reaction: reactants, conditions, products, and yield The reactants are C1(=CC=CC=C1)C=1OC(=C(N1)C(=O)NC1=CC=C(C=C1)C1=CC=C(C=C1)C(=O)[C@H]1[C@@H](CCC1)C(=O)O)C(F)(F)F (racemic trans-2-{4′-[(2-phenyl-5-trifluoromethyl-oxazole-4-carbonyl)-amino]-biphenyl-4-carbonyl}-cyclopentanecarboxylic acid), C1(=CC=CC=C1)C=1OC(=C(N1)C(=O)NC1=CC=C(C=C1)C1=CC=C(C=C1)C(=O)C1C(CCCC1)C(=O)O)C(F)(F)F (racemic 2-{4′-[(2-phenyl-5-trifluoromethyl-oxazole-4-carbonyl)-amino]-biphenyl-4-carbonyl}-cyclohexanecarboxylic acid), C1(=CC=CC=C1)C=1OC(=C(N1)C(=O)O)C(F)(F)F (2-phenyl-5-trifluoromethyl-oxazole-4-carboxylic acid), NC1=CC=C(C=C1)C1=CC=C(C=C1)C(=O)[C@@H]1[C@@H](CCCC1)C(=O)O (cis-2-(4′-amino-biphenyl-4-carbonyl)-cyclohexanecarboxylic acid). Product: C1(=CC=CC=C1)C=1OC(=C(N1)C(=O)NC1=CC=C(C=C1)C1=CC=C(C=C1)C(=O)[C@H]1[C@H](CCCC1)C(=O)O)C(F)(F)F ((1S,2R)-2-{4′-[(2-phenyl-5-trifluoromethyl-oxazole-4-carbonyl)-amino]-biphenyl-4-carbonyl}-cyclohexanecarboxylic acid). RXN SMILES: C1(C2OC(C(F)(F)F)=C(C(NC3C=CC(C4C=CC(C([C@@H]5CCC[C@H]5C(O)=O)=O)=CC=4)=CC=3)=O)N=2)C=CC=CC=1.[C:41]1([C:47]2[O:48][C:49]([C:78]([F:81])([F:80])[F:79])=[C:50]([C:52]([NH:54][C:55]3[CH:60]=[CH:59][C:58]([C:61]4[CH:66]=[CH:65][C:64]([C:67]([CH:69]5[CH2:74][CH2:73][CH2:72][CH2:71][CH:70]5[C:75]([OH:77])=[O:76])=[O:68])=[CH:63][CH:62]=4)=[CH:57][CH:56]=3)=[O:53])[N:51]=2)[CH:46]=[CH:45][CH:44]=[CH:43][CH:42]=1.C1(C2OC(C(F)(F)F)=C(C(O)=O)N=2)C=CC=CC=1.NC1C=CC(C2C=CC(C([C@H]3CCCC[C@H]3C(O)=O)=O)=CC=2)=CC=1>>[C:41]1([C:47]2[O:48][C:49]([C:78]([F:80])([F:81])[F:79])=[C:50]([C:52]([NH:54][C:55]3[CH:56]=[CH:57][C:58]([C:61]4[CH:66]=[CH:65][C:64]([C:67]([C@@H:69]5[CH2:74][CH2:73][CH2:72][CH2:71][C@@H:70]5[C:75]([OH:77])=[O:76])=[O:68])=[CH:63][CH:62]=4)=[CH:59][CH:60]=3)=[O:53])[N:51]=2)[CH:46]=[CH:45][CH:44]=[CH:43][CH:42]=1. Reported procedure: With a method similar to that used for the preparation of racemic trans-2-{4′-[(2-phenyl-5-trifluoromethyl-oxazole-4-carbonyl)-amino]-biphenyl-4-carbonyl}-cyclopentanecarboxylic acid above, racemic 2-{4′-[(2-phenyl-5-trifluoromethyl-oxazole-4-carbonyl)-amino]-biphenyl-4-carbonyl}-cyclohexanecarboxylic acid was prepared from 2-phenyl-5-trifluoromethyl-oxazole-4-carboxylic acid and cis-2-(4′-amino-biphenyl-4-carbonyl)-cyclohexanecarboxylic acid. The racemic product was separated by chiral SFC to a... Reactants: N=1C=C(N2C1SC1=C2CCCCCC1)CO (5,6,7,8,9,10-Hexahydrocyclooct[d]imidazo[2,1-b]thiazole-3-methanol). The reagents and catalysts are O=[Mn]=O (MnO2). Run in C1(=CC=CC=C1)C (toluene). The product is N=1C=C(N2C1SC1=C2CCCCCC1)C=O (5,6,7,8,9,10-Hexahydro-cyclooct[d]imidazo[2,1-b]thiazole-3-carboxaldehyde). The yield is 88.9%. As a reaction SMILES: [N:1]1[CH:2]=[C:3]([CH2:15][OH:16])[N:4]2[C:8]3[CH2:9][CH2:10][CH2:11][CH2:12][CH2:13][CH2:14][C:7]=3[S:6][C:5]=12>C1(C)C=CC=CC=1.O=[Mn]=O>[N:1]1[CH:2]=[C:3]([CH:15]=[O:16])[N:4]2[C:8]3[CH2:9][CH2:10][CH2:11][CH2:12][CH2:13][CH2:14][C:7]=3[S:6][C:5]=12. Reported procedure: A solution of 5,6,7,8,9,10-Hexahydrocyclooct[d]imidazo[2,1-b]thiazole-3-methanol (Formula H-5) (1.6 g) in hot toluene (250 mL) was treated with MnO2 (3.8 g) and azeotropically distilled for 1 hour. The cooled mixture was filtered and the combined filtrate and ethyl acetate washes were evaporated to yield pure 5,6,7,8,9,10-Hexahydro-cyclooct[d]imidazo[2,1-b]thiazole-3-carboxaldehyde (Formula H-6) (1.41 g), m.p. 106-107°, after crystallization from hexane.